This data is from the Open Reaction Database (ORD), a public repository of structured organic reaction records. The task is: describe an organic reaction: reactants, conditions, products, and yield The reactants are BrC1=CC=C2C(=CNC2=C1)C(C(C)[N+](=O)[O-])C=1C(=C(C=CC1)NC(OCC1=CC=CC=C1)=O)C (benzyl (3-(1-(6-bromo-1H-indol-3-yl)-2-nitropropyl)-2-methylphenyl)carbamate), [Cl-].[NH4+] (ammonium chloride). The reagents and catalysts are [Zn] (zinc). Solvent: CO (methanol), O1CCCC1 (tetrahydrofuran), C(C)(=O)OCC (ethyl acetate). The product is NC(C(C1=CNC2=CC(=CC=C12)Br)C=1C(=C(C=CC1)NC(OCC1=CC=CC=C1)=O)C)C (benzyl (3-(2-amino-1-(6-bromo-1H-indol-3-yl)propyl)-2-methylphenyl)carbamate). Isolated yield 94.9%. RXN SMILES: [Br:1][C:2]1[CH:10]=[C:9]2[C:5]([C:6]([CH:11]([C:17]3[C:18]([CH3:34])=[C:19]([NH:23][C:24](=[O:33])[O:25][CH2:26][C:27]4[CH:32]=[CH:31][CH:30]=[CH:29][CH:28]=4)[CH:20]=[CH:21][CH:22]=3)[CH:12]([N+:14]([O-])=O)[CH3:13])=[CH:7][NH:8]2)=[CH:4][CH:3]=1.[Cl-].[NH4+]>CO.O1CCCC1.C(OCC)(=O)C.[Zn]>[NH2:14][CH:12]([CH3:13])[CH:11]([C:17]1[C:18]([CH3:34])=[C:19]([NH:23][C:24](=[O:33])[O:25][CH2:26][C:27]2[CH:28]=[CH:29][CH:30]=[CH:31][CH:32]=2)[CH:20]=[CH:21][CH:22]=1)[C:6]1[C:5]2[C:9](=[CH:10][C:2]([Br:1])=[CH:3][CH:4]=2)[NH:8][CH:7]=1 |f:1.2|. Reported procedure: A solution of benzyl (3-(1-(6-bromo-1H-indol-3-yl)-2-nitropropyl)-2-methylphenyl)carbamate (4.47 g, 8.56 mmol), ammonium chloride (6.87 g, 128 mmol), and zinc dust (8.40 g, 128 mmol) in methanol (100 mL) and tetrahydrofuran (100 mL) was stirred overnight under nitrogen. The reaction was diluted with ethyl acetate and filtered through a pad of CELITE®. The filtrate was concentrated under reduced pressure, and the residue was diluted with ethyl acetate (150 mL), washed with saturated aqueous sodiu...